Dataset: the Open Reaction Database (ORD), a public repository of structured organic reaction records. Task: describe an organic reaction: reactants, conditions, products, and yield Starting materials: CCOC(=O)CC1c2ccc(C)cc2C(=O)N1CC(C)C, CC(C)(C)[O-], [Cl-], [K+], NC(N)=[NH2+], O. The product is Cc1ccc2c(c1)C(=O)N(CC(C)C)C2CC(=O)NC(=N)N. As a reaction SMILES: [CH2:12]([CH:13]([CH3:14])[CH3:15])[N:16]1[CH:17]([CH2:27][C:28](=[O:29])[O:30][CH2:31][CH3:32])[c:18]2[cH:19][cH:20][c:21]([CH3:26])[cH:22][c:23]2[C:24]1=[O:25].[CH3:1][C:2]([CH3:3])([O-:4])[CH3:5].[Cl-:7].[K+:6].[NH2:8][C:9]([NH2:10])=[NH2+:11].[OH2:33]>>[NH:8]=[C:9]([NH2:10])[NH:11][C:28]([CH2:27][CH:17]1[N:16]([CH2:12][CH:13]([CH3:14])[CH3:15])[C:24](=[O:25])[c:23]2[c:18]1[cH:19][cH:20][c:21]([CH3:26])[cH:22]2)=[O:29]. Starting materials: S1(C=CC=C1)(=O)=O (thiophene dioxide), NCCN (1,2-diaminoethane). Yields the product resultant product, O=S1(CC(CC1)NC1C(CCCC1)NC1CS(CC1)(=O)=O)=O (N,N'-bis(1,1-dioxotetrahydro-3-thienyl)-1,2-diaminocyclohexane). Reaction SMILES: [S:1]1(=[O:7])(=[O:6])[CH:5]=[CH:4][CH:3]=[CH:2]1.[NH2:8][CH2:9][CH2:10][NH2:11]>>[O:6]=[S:1]1(=[O:7])[CH2:5][CH2:4][CH:3]([NH:8][CH:9]2[CH2:5][CH2:4][CH2:3][CH2:2][CH:10]2[NH:11][CH:3]2[CH2:4][CH2:5][S:1](=[O:7])(=[O:6])[CH2:2]2)[CH2:2]1. Procedure details: Example 1 was repeated using the thiophene dioxide of Example 1 but substituting 1,2-diaminocyclohexane for 1,2-diaminoethane. The resultant product, N,N'-bis(1,1-dioxotetrahydro-3-thienyl)-1,2-diaminocyclohexane obtained was a viscous liquid that became a semi-solid. The infrared spectrum showed absorptions at 3300 cm-1 (NH), at 1300 cm-1 and 1130 cm-1 (SO2). Reactants: C(C)OC(=O)C1(CC1)C1=CC=C(C=C1)C1=CC=C(C=C1)C1=C(C(=NO1)C)N (1-[4′-(4-amino-3-methyl-isoxazol-5-yl)-biphenyl-4-yl]-cyclopropanecarboxylic acid ethyl ester), BrC1=NC(=CC=C1)OC1=CC=CC=C1 (2-bromo-6-phenoxy-pyridine). The product is C(C)OC(=O)C1(CC1)C1=CC=C(C=C1)C1=CC=C(C=C1)C1=C(C(=NO1)C)NC1=NC(=CC=C1)OC1=CC=CC=C1 (1-{4′-[3-Methyl-4-(6-phenoxy-pyridin-2-ylamino)-isoxazol-5-yl]-biphenyl-4-yl}-cyclopropanecarboxylic acid ethyl ester). RXN SMILES: [CH2:1]([O:3][C:4]([C:6]1([C:9]2[CH:14]=[CH:13][C:12]([C:15]3[CH:20]=[CH:19][C:18]([C:21]4[O:25][N:24]=[C:23]([CH3:26])[C:22]=4[NH2:27])=[CH:17][CH:16]=3)=[CH:11][CH:10]=2)[CH2:8][CH2:7]1)=[O:5])[CH3:2].Br[C:29]1[CH:34]=[CH:33][CH:32]=[C:31]([O:35][C:36]2[CH:41]=[CH:40][CH:39]=[CH:38][CH:37]=2)[N:30]=1>>[CH2:1]([O:3][C:4]([C:6]1([C:9]2[CH:10]=[CH:11][C:12]([C:15]3[CH:20]=[CH:19][C:18]([C:21]4[O:25][N:24]=[C:23]([CH3:26])[C:22]=4[NH:27][C:29]4[CH:34]=[CH:33][CH:32]=[C:31]([O:35][C:36]5[CH:41]=[CH:40][CH:39]=[CH:38][CH:37]=5)[N:30]=4)=[CH:17][CH:16]=3)=[CH:13][CH:14]=2)[CH2:8][CH2:7]1)=[O:5])[CH3:2]. Reported procedure: Prepared according to the procedure described in Example 68, Step 2, using 1-[4′-(4-amino-3-methyl-isoxazol-5-yl)-biphenyl-4-yl]-cyclopropanecarboxylic acid ethyl ester and 2-bromo-6-phenoxy-pyridine. Reaction SMILES: I[C:2]1[CH:11]=[CH:10][C:5]([C:6]([O:8][CH3:9])=[O:7])=[CH:4][CH:3]=1.C([Mg]Cl)(C)C.[CH2:17]1[CH:21]2[CH2:22][C:23](=[O:24])[CH:19]([CH2:20]2)[CH2:18]1.[Cl-].[NH4+]>C1COCC1.CCOC(C)=O>[OH:24][C:23]1([C:2]2[CH:11]=[CH:10][C:5]([C:6]([O:8][CH3:9])=[O:7])=[CH:4][CH:3]=2)[CH2:22][CH:21]2[CH2:20][CH:19]1[CH2:18][CH2:17]2 |f:3.4|. Procedure: A solution of methyl 4-iodobenzoate (23.1 g, 0.0882 mol) dissolved in anhydrous THF (200 mL) was cooled to −47° C. Isopropyl magnesium chloride (48 mL of a 2.0 M solution in THF, 0.097 mol) was slowly added to the solution. The reaction mixture was stirred at −47° C. for 1 h, then cannulated into a pre-cooled solution of norcamphor (11.6 g, 0.105 mol) in THF (100 mL) at −47° C. The reaction mixture was subsequently stirred at −40° C. overnight, and was then allowed to warm to −20° C. Saturated a... The solvent is C1CCOC1 (THF), C1CCOC1 (THF), C1CCOC1 (THF), CCOC(=O)C (EtOAc). Conditions: temperature -47 celsius, time 1 hour. Reactants: C(C)(C)[Mg]Cl (Isopropyl magnesium chloride), solution, C1CC2CC1CC2=O (norcamphor), [Cl-].[NH4+] (ammonium chloride), IC1=CC=C(C(=O)OC)C=C1 (methyl 4-iodobenzoate). Product: OC1(C2CCC(C1)C2)C2=CC=C(C(=O)OC)C=C2 (Methyl 4-(2-hydroxybicyclo[2.2.1]hept-2-yl)benzoate). The reactants are C1(CC1)[C@@H](CC(=O)O)C1=CC(=CC=C1)OCC1=CC(=C(C=C1)C1=C(C=CC(=C1)OC)F)[C@H]1C(CCC1)(C)C ((3R)-3-cyclopropyl-3-(3-(((2-((1R)-2,2-dimethylcyclopentyl)-2′-fluoro-5′-(methyloxy)-1,1′-biphenyl-4-yl)methyl)oxy)phenyl)propanoic acid), C([O-])([O-])=O.[K+].[K+] (potassium carbonate), FC(C=1C=CC(=C(C1)B1OC(C(O1)(C)C)(C)C)F)F (2-(5-(Difluoromethyl)-2-fluorophenyl)-4,4,5,5-tetramethyl-1,3,2-dioxaborolane). Reagents/catalysts: C=1C=CC(=CC1)[P](C=2C=CC=CC2)(C=3C=CC=CC3)[Pd]([P](C=4C=CC=CC4)(C=5C=CC=CC5)C=6C=CC=CC6)([P](C=7C=CC=CC7)(C=8C=CC=CC8)C=9C=CC=CC9)[P](C=1C=CC=CC1)(C=1C=CC=CC1)C=1C=CC=CC1 (tetrakis(triphenylphosphine)palladium). Run in O (water), CN(C)C=O (DMF). Reaction conditions: temperature 90 celsius, time 19 hour. The product is FC(C=1C=CC(=C(C1)C1=C(C=C(C=C1)C(=O)OC)C1=CCCC1(C)C)F)F (Methyl 5′-(difluoromethyl)-2-(5,5-dimethyl-1-cyclopenten-1-yl)-2′-fluoro-1,1′-biphenyl-4-carboxylate). Yield: 90.0%. As a reaction SMILES: C1([C@H](C2C=CC=C([O:15][CH2:16][C:17]3[CH:22]=[CH:21][C:20](C4C=C(OC)C=CC=4F)=[C:19]([C@@H:32]4[CH2:36][CH2:35][CH2:34][C:33]4([CH3:38])[CH3:37])[CH:18]=3)C=2)CC(O)=O)CC1.[C:39](=O)([O-])[O-:40].[K+].[K+].[F:45][CH:46]([F:63])[C:47]1[CH:48]=[CH:49][C:50]([F:62])=[C:51](B2OC(C)(C)C(C)(C)O2)[CH:52]=1>CN(C=O)C.O.C1C=CC([P]([Pd]([P](C2C=CC=CC=2)(C2C=CC=CC=2)C2C=CC=CC=2)([P](C2C=CC=CC=2)(C2C=CC=CC=2)C2C=CC=CC=2)[P](C2C=CC=CC=2)(C2C=CC=CC=2)C2C=CC=CC=2)(C2C=CC=CC=2)C2C=CC=CC=2)=CC=1>[F:63][CH:46]([F:45])[C:47]1[CH:48]=[CH:49][C:50]([F:62])=[C:51]([C:20]2[CH:21]=[CH:22][C:17]([C:16]([O:40][CH3:39])=[O:15])=[CH:18][C:19]=2[C:32]2[C:33]([CH3:38])([CH3:37])[CH2:34][CH2:35][CH:36]=2)[CH:52]=1 |f:1.2.3,^1:73,75,94,113|. Procedure: To a stirred solution of 66.6 I (1.12 g, 2.96 mmol) in DMF (10 mL) at 23° C. was added potassium carbonate (1.23 g, 8.87 mmol) followed by tetrakis(triphenylphosphine)palladium (0.34 g, 0.29 mmol). The mixture was purged three times with argon and placed under vacuum three times. Before heating, 83.3A (1.60 g, 5.89 mmol) was added via syringe, and then the mixture was heated to 90° C. After 19 hours, the mixture was cooled to room temperature and then diluted with water. After extracting three t...